This data is from the Open Reaction Database (ORD), a public repository of structured organic reaction records. The task is: describe an organic reaction: reactants, conditions, products, and yield Reactants: S(=O)(Cl)Cl (thionyl chloride), NC1=CC=C(C=2C(C3=CC=CC=C3C(C12)=O)=O)N (1,4-diamino anthraquinone). The product is ClC1=C(C=2C(C3=CC=CC=C3C(C2C(=C1)N)=O)=O)N (2-chloro-1,4-diamino anthraquinone). The yield is 50.0%. Reaction SMILES: S(Cl)([Cl:3])=O.[NH2:5][C:6]1[C:19]2[C:18](=[O:20])[C:17]3[C:12](=[CH:13][CH:14]=[CH:15][CH:16]=3)[C:11](=[O:21])[C:10]=2[C:9]([NH2:22])=[CH:8][CH:7]=1>>[Cl:3][C:8]1[CH:7]=[C:6]([NH2:5])[C:19]2[C:18](=[O:20])[C:17]3[C:12](=[CH:13][CH:14]=[CH:15][CH:16]=3)[C:11](=[O:21])[C:10]=2[C:9]=1[NH2:22]. Procedure details: A mixture of thionyl chloride (320 g) and 1,4-diamino anthraquinone (20 g) is refluxed for 24 hours. The mixture is then cooled and poured onto crushed ice. The precipitate is filtered, dried and purified by recrystallization from carbon tetrachloride. The yield is 50 percent 2-chloro-1,4-diamino anthraquinone with a melting point of 207° C. to 210° C. Reactants: C(C)NC=1SC=C(N1)C=O (2-ethylaminothiazole-4-carbaldehyde), N (ammonia), S1C(=S)N(C(=O)C1)CC(=O)O (rhodanine-3-acetic acid), [Cl-].[NH4+] (ammonium chloride). Run in C(C)O (ethanol). Yields the product C(C)NC=1SC=C(N1)C=C1C(N(C(S1)=S)CC(=O)O)=O (5-(2-Ethylaminothiazol-4-ylmethylene)rhodanine-3-acetic acid). Isolated yield 84.8%. Reaction SMILES: [CH2:1]([NH:3][C:4]1[S:5][CH:6]=[C:7]([CH:9]=O)[N:8]=1)[CH3:2].[S:11]1[CH2:17][C:15](=[O:16])[N:14]([CH2:18][C:19]([OH:21])=[O:20])[C:12]1=[S:13].[Cl-].[NH4+].N>C(O)C>[CH2:1]([NH:3][C:4]1[S:5][CH:6]=[C:7]([CH:9]=[C:17]2[S:11][C:12](=[S:13])[N:14]([CH2:18][C:19]([OH:21])=[O:20])[C:15]2=[O:16])[N:8]=1)[CH3:2] |f:2.3|. Procedure: The reaction described in Example 1 was repeated, but using 1.27 g of 2-ethylaminothiazole-4-carbaldehyde, 1.3 g of rhodanine-3-acetic acid, 1 g of ammonium chloride, 1 ml of 28% v/v aqueous ammonia and 30 ml of ethanol, giving 1.9 g of the title compound as yellow needles. The reactants are C(C)OC1=CSC=C1OCC (3,4-diethoxythiophene), SCC(C)O (1-mercapto-2-propanol), O.C1(=CC=C(C=C1)S(=O)(=O)O)C (p-toluenesulphonic acid monohydrate). As a reaction SMILES: C([O:3][C:4]1[C:8]([O:9]CC)=CSC=1)C.[SH:12]CC(O)C.O.[C:18]1(C)[CH:23]=[CH:22][C:21]([S:24](O)(=O)=O)=CC=1>C1(C)C=CC=CC=1>[CH3:18][C:23]1[S:12][S:24][CH:21]2[O:3][CH2:4][CH2:8][O:9][C:22]=12 |f:2.3|. Procedure details: 11.68 g (67.8 mmol) of 3,4-diethoxythiophene, 12.5 g (135.6 mmol) of 1-mercapto-2-propanol and 1.29 g (6.8 mmol) of p-toluenesulphonic acid monohydrate were heated to reflux under an N2 atmosphere in 200 ml of toluene for 10 h. The further workup was as described in Example 1. Solvent: C1(=CC=CC=C1)C (toluene). Yields the product CC1=C2C(SS1)OCCO2 (methyl-3,4-ethylenedioxythiathiophene). Starting materials: OCCC=1C=C(C2=CC=CC=C2C1)C(=O)OC (methyl 3-(2-hydroxyethyl)-1-naphthalenecarboxylate), Amine, CCN(C(C)C)C(C)C (Hunig's base), CS(=O)(=O)Cl (methanesulfonyl chloride). The solvent is ClCCl (dichloromethane). Reaction conditions: temperature 0 celsius, time 30 minute. Product: CS(=O)(=O)OCCC=1C=C(C2=CC=CC=C2C1)C(=O)OC (Methyl 3-{2-[(methylsulfonyl)oxy]ethyl}-1-naphthalenecarboxylate). RXN SMILES: [OH:1][CH2:2][CH2:3][C:4]1[CH:5]=[C:6]([C:14]([O:16][CH3:17])=[O:15])[C:7]2[C:12]([CH:13]=1)=[CH:11][CH:10]=[CH:9][CH:8]=2.CCN(C(C)C)C(C)C.[CH3:27][S:28](Cl)(=[O:30])=[O:29]>ClCCl>[CH3:27][S:28]([O:1][CH2:2][CH2:3][C:4]1[CH:5]=[C:6]([C:14]([O:16][CH3:17])=[O:15])[C:7]2[C:12]([CH:13]=1)=[CH:11][CH:10]=[CH:9][CH:8]=2)(=[O:30])=[O:29]. Reported procedure: To a dichloromethane (0.03 M) solution of methyl 3-(2-hydroxyethyl)-1-naphthalenecarboxylate (1 eq.) from Step 2, Amine 31 and Hunig's base (1.5 eq.) was added at 0 methanesulfonyl chloride (1.3 eq.). The resulting solution was stirred at 0° C. for 30 min and then at RT for 15 min. The reaction mixture was subsequently quenched with 10% aq. HCl. The aqueous wash was separated and back-extracted with ether. The combined organic extracts were washed further with water and brine, dried over Na2SO4,...